The task is: describe an organic reaction: reactants, conditions, products, and yield. This data is from the Open Reaction Database (ORD), a public repository of structured organic reaction records. Reactants: CC(CNC(C1=CC=CC=C1)(C1=CC=CC=C1)C1=CC=CC=C1)(C)N (2-Methyl-N1-tritylpropane-1,2-diamine), CC(CN)(C)N (2-methylpropane-1,2-diamine), C(C1=CC=CC=C1)(C1=CC=CC=C1)(C1=CC=CC=C1)Cl (trityl chloride), C(C1=CC=CC=C1)(=O)N=C=S (benzoylisothiocyanate). Product: CC(CNC(C1=CC=CC=C1)(C1=CC=CC=C1)C1=CC=CC=C1)(C)NC(=S)NC(C1=CC=CC=C1)=O (N-(2-methyl-1-(tritylamino)propan-2-ylcarbamothioyl)benzamide). The yield is 44.0%. RXN SMILES: [CH3:1][C:2]([NH2:25])([CH3:24])[CH2:3][NH:4][C:5]([C:18]1[CH:23]=[CH:22][CH:21]=[CH:20][CH:19]=1)([C:12]1[CH:17]=[CH:16][CH:15]=[CH:14][CH:13]=1)[C:6]1[CH:11]=[CH:10][CH:9]=[CH:8][CH:7]=1.CC(N)(C)CN.C(Cl)(C1C=CC=CC=1)(C1C=CC=CC=1)C1C=CC=CC=1.[C:52]([N:60]=[C:61]=[S:62])(=[O:59])[C:53]1[CH:58]=[CH:57][CH:56]=[CH:55][CH:54]=1>>[CH3:24][C:2]([NH:25][C:61]([NH:60][C:52](=[O:59])[C:53]1[CH:54]=[CH:55][CH:56]=[CH:57][CH:58]=1)=[S:62])([CH3:1])[CH2:3][NH:4][C:5]([C:6]1[CH:11]=[CH:10][CH:9]=[CH:8][CH:7]=1)([C:18]1[CH:23]=[CH:22][CH:21]=[CH:20][CH:19]=1)[C:12]1[CH:13]=[CH:14][CH:15]=[CH:16][CH:17]=1. Procedure: 2-Methyl-N1-tritylpropane-1,2-diamine, prepared from 2-methylpropane-1,2-diamine and trityl chloride (EP1204654) in yield of 44%, was coupled with benzoylisothiocyanate to give N-(2-methyl-1-(tritylamino)propan-2-ylcarbamothioyl)benzamide (US2008/45579) which was then reacted with lithium hydroxide to give 1-(2-methyl-1-(tritylamino)propan-2-yl)thiourea. Yield 79%. 1H NMR (400 MHz, CDCl3) δ 7.40-7.12 (m, 16H), 6.30 (s, 1H), 2.38 (d, J=8.3, 2H), 2.15 (t, J=8.3, 1H), 1.31 (s, 6H) Reactants: C(C)(C)(C)OC(=O)NC(CC1=NC=CC=C1)C(=O)O (N-(tert-butoxycarbonyl)-3-(pyridin-2-yl)-D,L-alanine), N[C@H]([C@H]([C@@H](O)C1CC1)O)CC1CCCCC1 ((1S,2R,3S)-3-amino-4-cyclohexyl-1-cyclopropyl-1,2-butanediol). Product: NC(C(=O)N[C@H]([C@H]([C@@H](O)C1CC1)O)CC1CCCCC1)CC1=NC=CC=C1 (α-amino-N-[(1S,2R,3 S)-1-(cyclohexylmethyl)-3-cyclopropyl-2,3-dihydroxypropyl]-3-(pyridin-2-yl)propionamide). RXN SMILES: C(OC([NH:8][CH:9]([C:17]([OH:19])=O)[CH2:10][C:11]1[CH:16]=[CH:15][CH:14]=[CH:13][N:12]=1)=O)(C)(C)C.[NH2:20][C@@H:21]([CH2:29][CH:30]1[CH2:35][CH2:34][CH2:33][CH2:32][CH2:31]1)[C@@H:22]([OH:28])[C@H:23]([CH:25]1[CH2:27][CH2:26]1)[OH:24]>>[NH2:8][CH:9]([CH2:10][C:11]1[CH:16]=[CH:15][CH:14]=[CH:13][N:12]=1)[C:17]([NH:20][C@@H:21]([CH2:29][CH:30]1[CH2:35][CH2:34][CH2:33][CH2:32][CH2:31]1)[C@@H:22]([OH:28])[C@H:23]([CH:25]1[CH2:27][CH2:26]1)[OH:24])=[O:19]. Reported procedure: In an analogous manner to that described above, by the condensation of N-(tert-butoxycarbonyl)-3-(pyridin-2-yl)-D,L-alanine [J. Gen. Chem. USSR, 40, 2488 (1970)1 and (1S,2R,3S)-3-amino-4-cyclohexyl-1-cyclopropyl-1,2-butanediol followed by acidic hydrolysis there were obtained (S or R)-α-amino-N-[(1S,2R,3 S)-1-(cyclohexylmethyl)-3-cyclopropyl-2,3-dihydroxypropyl]-3-(pyridin-2-yl)propionamide, MS: 267 (M+H)+, and (R or S)-α-amino-N-[(1S,2R,3S)-1-(cyclohexylmethyl)-3-cyclopropyl-2,3-dihydroxypropyl...